Dataset: the Open Reaction Database (ORD), a public repository of structured organic reaction records. Task: describe an organic reaction: reactants, conditions, products, and yield Starting materials: C(C)(=O)OC1=CC(=CC=2OC(C3=C(C21)CC(CC3)C)(C)C)C (1-acetoxy-7,8,9,10-tetrahydro-3,6,6,9-tetramethyl-6H-dibenzo[ b,d]pyran), C(C)(=O)O (acetic acid), C(C)(=O)O (acetic acid), C(Cl)(Cl)Cl (chloroform), ceric ammonium nitrate. Conditions: time 3 hour. The product is C(C)(=O)OC1=CC(=CC=2OC(C3=C(C21)CC(CC3=O)C)(C)C)C (1-Acetoxy-7-oxo-7,8,9,10-tetrahydro-3,6,6,9-tetramethyl-6H-dibenzo[ b,d]pyran). Yield: 14.2%. RXN SMILES: [C:1]([O:4][C:5]1[C:14]2[C:13]3[CH2:15][CH:16]([CH3:19])[CH2:17][CH2:18][C:12]=3[C:11]([CH3:21])([CH3:20])[O:10][C:9]=2[CH:8]=[C:7]([CH3:22])[CH:6]=1)(=[O:3])[CH3:2].C(Cl)(Cl)Cl.C(O)(=[O:29])C>>[C:1]([O:4][C:5]1[C:14]2[C:13]3[CH2:15][CH:16]([CH3:19])[CH2:17][C:18](=[O:29])[C:12]=3[C:11]([CH3:21])([CH3:20])[O:10][C:9]=2[CH:8]=[C:7]([CH3:22])[CH:6]=1)(=[O:3])[CH3:2]. Procedure: To a stirring mixture of 1-acetoxy-7,8,9,10-tetrahydro-3,6,6,9-tetramethyl-6H-dibenzo[ b,d]pyran (601 mg., 2 mmole) in 7 ml. of 50% acetic acid and 5 ml. of chloroform held under a nitrogen atmosphere, was added dropwise a solution of ceric ammonium nitrate (4.39 g., 8 mmole) in 12 ml. of 50% acetic acid. After the addition was completed, the reaction mixture was stirred over a steam bath. After 3 hours, the mixture was poured onto ice with stirring. The product was extracted into ether, washed ... Reactants: C(C1=CC=CC=C1)OC(=O)NC(CC(=O)OC(C)(C)C)C(CONC(CC1=CC=CC=C1)=O)=O (3-Benzyloxycarbonylamino-4-oxo-5-phenylacetylaminooxy-pentanoic acid, 1,1 dimethylethyl ester). Run in trifluoroacetic acid (TFA)CH2Cl2, C(C)#N (acetonitrile). Conditions: time 2 hour. Product: C(C1=CC=CC=C1)OC(=O)NC(CC(=O)O)C(CONC(CC1=CC=CC=C1)=O)=O (3-benzyloxycarbonylamino-4-oxo-5-phenylacetylaminooxy-pentanoic acid). Isolated yield 33.7%. RXN SMILES: [CH2:1]([O:8][C:9]([NH:11][CH:12]([C:21](=[O:34])[CH2:22][O:23][NH:24][C:25](=[O:33])[CH2:26][C:27]1[CH:32]=[CH:31][CH:30]=[CH:29][CH:28]=1)[CH2:13][C:14]([O:16]C(C)(C)C)=[O:15])=[O:10])[C:2]1[CH:7]=[CH:6][CH:5]=[CH:4][CH:3]=1>C(#N)C>[CH2:1]([O:8][C:9]([NH:11][CH:12]([C:21](=[O:34])[CH2:22][O:23][NH:24][C:25](=[O:33])[CH2:26][C:27]1[CH:28]=[CH:29][CH:30]=[CH:31][CH:32]=1)[CH2:13][C:14]([OH:16])=[O:15])=[O:10])[C:2]1[CH:7]=[CH:6][CH:5]=[CH:4][CH:3]=1. Procedure details: 3-Benzyloxycarbonylamino-4-oxo-5-phenylacetylaminooxy-pentanoic acid, 1,1 dimethylethyl ester (208 mg, 0.365 mmol) was taken up in 3 mL of 1:1 trifluoroacetic acid (TFA)CH2Cl2 and allowed to stir for 2 hours. Reaction was diluted with acetonitrile (MeCN) (10 mL) and concentrated. The residue was stripped down from MeCN five times. Purification by chromatography (SiO2, 90:9:1 CH2Cl2 -acetone-formic acid) afforded 3-benzyloxycarbonylamino-4-oxo-5-phenylacetylaminooxy-pentanoic acid (51 mg, 34%) as... Reactants: O=C=NCc1ccccc1, CSc1cccc(N)c1, CCCCCC, Cc1ccccc1. The product is CSc1cccc(NC(=O)NCc2ccccc2)c1. Reaction SMILES: [CH2:10]([c:11]1[cH:12][cH:13][cH:14][cH:15][cH:16]1)[N:17]=[C:18]=[O:19].[CH3:1][S:2][c:3]1[cH:4][c:5]([NH2:6])[cH:7][cH:8][cH:9]1.[CH3:20][CH2:21][CH2:22][CH2:23][CH2:24][CH3:25].[CH3:26][c:27]1[cH:28][cH:29][cH:30][cH:31][cH:32]1>>[CH3:1][S:2][c:3]1[cH:4][c:5]([NH:6][C:18]([NH:17][CH2:10][c:11]2[cH:12][cH:13][cH:14][cH:15][cH:16]2)=[O:19])[cH:7][cH:8][cH:9]1.